From a dataset of the Open Reaction Database (ORD), a public repository of structured organic reaction records. describe an organic reaction: reactants, conditions, products, and yield Reaction conditions: time 3 day. Reaction SMILES: [P:1](=[O:5])([OH:4])([OH:3])[OH:2].[Cl:6][C:7]1[CH:8]=[CH:9][C:10]2[CH2:16][CH2:15][NH:14][CH2:13][C@H:12]([CH3:17])[C:11]=2[CH:18]=1>C(OC(C)C)(=O)C.C(#N)C>[P:1]([OH:5])([OH:4])([OH:3])=[O:2].[Cl:6][C:7]1[CH:8]=[CH:9][C:10]2[CH2:16][CH2:15][NH:14][CH2:13][C@H:12]([CH3:17])[C:11]=2[CH:18]=1 |f:4.5|. The product is P(=O)(O)(O)O.ClC=1C=CC2=C([C@H](CNCC2)C)C1 ((R)-8-Chloro-1-methyl-2,3,4,5-tetrahydro-1H-3-benzazepine phosphate salt). Reactants: P(O)(O)(O)=O (ortho-phosphoric acid), ClC=1C=CC2=C([C@H](CNCC2)C)C1 ((R)-8-chloro-1-methyl-2,3,4,5-tetrahydro-1H-3-benzazepine). Procedure: (R)-8-Chloro-1-methyl-2,3,4,5-tetrahydro-1H-3-benzazepine phosphate salt was prepared by dropwise addition of ortho-phosphoric acid (85%) (0.5-1 mole equivalent) to a solution of (R)-8-chloro-1-methyl-2,3,4,5-tetrahydro-1H-3-benzazepine free base in isopropyl acetate or acetonitrile with vigorous stirring. Immediate precipitation was observed in all experiments. Initially amorphous material was slurried in acetone; initially crystalline material was slurried/ripened in n-propanol for 3 days. (R)... Solvent: C(C)(=O)OC(C)C (isopropyl acetate), C(C)#N (acetonitrile).